This data is from the Open Reaction Database (ORD), a public repository of structured organic reaction records. The task is: describe an organic reaction: reactants, conditions, products, and yield Product: O=S(=O)(c1ccccc1)N1CCNCC1. Reaction SMILES: [CH2:11]1[CH2:12][NH:13][CH2:14][CH2:15][NH:16]1.[CH3:17][OH:18].[c:1]1([S:7](=[O:8])(=[O:9])[Cl:10])[cH:2][cH:3][cH:4][cH:5][cH:6]1>>[c:1]1([S:7](=[O:8])(=[O:9])[N:13]2[CH2:12][CH2:11][NH:16][CH2:15][CH2:14]2)[cH:2][cH:3][cH:4][cH:5][cH:6]1. The reactants are C1CNCCN1, CO, O=S(=O)(Cl)c1ccccc1. Starting materials: BrB(Br)Br, COC(=O)c1cc2ccc(OC)cc2s1, ClCCl. Yields the product COC(=O)c1cc2ccc(O)cc2s1. Reaction SMILES: [B:16]([Br:17])([Br:18])[Br:19].[CH3:1][O:2][C:3](=[O:4])[c:5]1[cH:6][c:7]2[c:8]([s:9]1)[cH:10][c:11]([O:14][CH3:15])[cH:12][cH:13]2.[Cl:20][CH2:21][Cl:22]>>[CH3:1][O:2][C:3](=[O:4])[c:5]1[cH:6][c:7]2[c:8]([s:9]1)[cH:10][c:11]([OH:14])[cH:12][cH:13]2. Reactants: C(C(C)C)(=O)C1=CC=CC=C1 (Isobutyrophenone), S(=O)(=O)(Cl)Cl (sulfuryl chloride). Run in CCCCCCC (heptane). Reaction conditions: time 3 hour. The product is ClC(C(=O)C1=CC=CC=C1)(C)C (2-chloro-2-methylpropiophenone). RXN SMILES: [C:1]([C:6]1[CH:11]=[CH:10][CH:9]=[CH:8][CH:7]=1)(=[O:5])[CH:2]([CH3:4])[CH3:3].S(Cl)([Cl:15])(=O)=O>CCCCCCC>[Cl:15][C:2]([CH3:4])([CH3:3])[C:1]([C:6]1[CH:11]=[CH:10][CH:9]=[CH:8][CH:7]=1)=[O:5]. Procedure details: Isobutyrophenone (30.0 g, 0.20 mole) was dissolved in heptane (10 ml) and sulfuryl chloride (35 g, 0.26 mole) was added at once. After a few minutes gas evolution occurred. After 3 h of stirring at room temperature the reaction mixture was concentrated. The concentrate was dissolved in heptane (250 ml) and washed with 150 ml of an aqueous 2 wt % sodium bicarbonate solution. After drying over magnesium sulfate the solvent was removed under reduced pressure. The yield of 2-chloro-2-methylpropiophe... Starting materials: C(C(=O)O)(=O)O.CN(C)CC(COC1=CC=C(C=C1)SC)CC1=CC=CC=C1 (N,N-dimethyl-2-benzyl-3-(4-methylmercaptophenoxy)-propylamine oxalate), C(C(=O)O)(=O)O.CN(C)CC(COC1=CC=C(C=C1)C(F)(F)F)CC1=CC=CC=C1 (N,N-dimethyl-2-benzyl-3-(4-trifluoromethylphenoxy)-propylamine oxalate). Yields the product C(C(=O)O)(=O)O.CNCC(COC1=CC=C(C=C1)C(F)(F)F)CC1=CC=CC=C1 (N-Methyl-2-benzyl-3-(4-trifluoromethylphenoxy)-propylamine oxalate). As a reaction SMILES: [C:1]([OH:6])(=[O:5])[C:2]([OH:4])=[O:3].CN(CC(CC1C=CC=CC=1)COC1C=CC(SC)=CC=1)C.C(O)(=O)C(O)=O.[CH3:35][N:36]([CH2:38][CH:39]([CH2:52][C:53]1[CH:58]=[CH:57][CH:56]=[CH:55][CH:54]=1)[CH2:40][O:41][C:42]1[CH:47]=[CH:46][C:45]([C:48]([F:51])([F:50])[F:49])=[CH:44][CH:43]=1)C>>[C:1]([OH:6])(=[O:5])[C:2]([OH:4])=[O:3].[CH3:35][NH:36][CH2:38][CH:39]([CH2:52][C:53]1[CH:54]=[CH:55][CH:56]=[CH:57][CH:58]=1)[CH2:40][O:41][C:42]1[CH:47]=[CH:46][C:45]([C:48]([F:51])([F:50])[F:49])=[CH:44][CH:43]=1 |f:0.1,2.3,4.5|. Reported procedure: Illustrative of the invention, N,N-dimethyl-2-benzyl-3-(4-methylmercaptophenoxy)-propylamine oxalate and N,N-dimethyl-2-benzyl-3-(4-trifluoromethylphenoxy)-propylamine oxalate at an oral dose of 30 mg/kg p.o show about 80% and 60% inhibition respectively of 3H-5HT uptake. N-Methyl-2-benzyl-3-(4-trifluoromethylphenoxy)-propylamine oxalate gives about a 50% inhibition of 3H-5HT uptake at a dose of 10 mg/kg p.o. Reactants: [Br-], CCCC[N+](CCCC)(CCCC)CCCC, CC(=O)[O-], CCOC(C)=O, COc1ccccc1CN(C(=O)CCl)c1ccccc1Oc1ccccc1, [Na+], c1ccccc1. Yields the product COc1ccccc1CN(C(=O)COC(C)=O)c1ccccc1Oc1ccccc1. RXN SMILES: [Br-:45].[CH2:46]([N+:47]([CH2:48][CH2:49][CH2:50][CH3:51])([CH2:52][CH2:53][CH2:54][CH3:55])[CH2:56][CH2:57][CH2:58][CH3:59])[CH2:60][CH2:61][CH3:62].[CH3:29][C:30]([O-:31])=[O:32].[CH3:33][CH2:34][O:35][C:36](=[O:37])[CH3:38].[Cl:1][CH2:2][C:3](=[O:4])[N:5]([c:6]1[c:7]([O:12][c:13]2[cH:14][cH:15][cH:16][cH:17][cH:18]2)[cH:8][cH:9][cH:10][cH:11]1)[CH2:19][c:20]1[c:21]([O:26][CH3:27])[cH:22][cH:23][cH:24][cH:25]1.[Na+:28].[cH:39]1[cH:40][cH:41][cH:42][cH:43][cH:44]1>>[CH2:2]([C:3](=[O:4])[N:5]([c:6]1[c:7]([O:12][c:13]2[cH:14][cH:15][cH:16][cH:17][cH:18]2)[cH:8][cH:9][cH:10][cH:11]1)[CH2:19][c:20]1[c:21]([O:26][CH3:27])[cH:22][cH:23][cH:24][cH:25]1)[O:32][C:30]([CH3:29])=[O:31]. Reactants: CC(C)Oc1ccc(OCc2ccccc2)cc1[N+](=O)[O-], CC(=O)O, [Cl-], [Cl-], [Cl-], [Na+], [OH-], [Ti+3]. Product: CC(C)Oc1ccc(OCc2ccccc2)cc1N. As a reaction SMILES: [CH2:1]([c:2]1[cH:3][cH:4][cH:5][cH:6][cH:7]1)[O:8][c:9]1[cH:10][cH:11][c:12]([O:18][CH:19]([CH3:20])[CH3:21])[c:13]([N+:15]([O-:16])=[O:17])[cH:14]1.[CH3:24][C:25](=[O:26])[OH:27].[Cl-:28].[Cl-:29].[Cl-:30].[Na+:23].[OH-:22].[Ti+3:31]>>[CH2:1]([c:2]1[cH:3][cH:4][cH:5][cH:6][cH:7]1)[O:8][c:9]1[cH:10][cH:11][c:12]([O:18][CH:19]([CH3:20])[CH3:21])[c:13]([NH2:15])[cH:14]1. The reactants are CN(C=O)C (N,N-dimethylformamide), ON1C(C=2C(C1=O)=CC=CC2)=O (N-hydroxyphthalimide), BrCC(=O)OC (methyl bromoacetate), C([O-])([O-])=O.[K+].[K+] (potassium carbonate). The solvent is O (water). Conditions: time 2 day. Yields the product COC(=O)CON1C(C=2C(C1=O)=CC=CC2)=O (N-methoxycarbonylmethyloxyphthalimide). Reaction SMILES: CN(C)C=O.[OH:6][N:7]1[C:11](=[O:12])[C:10]2=[CH:13][CH:14]=[CH:15][CH:16]=[C:9]2[C:8]1=[O:17].Br[CH2:19][C:20]([O:22][CH3:23])=[O:21].C(=O)([O-])[O-].[K+].[K+]>O>[CH3:23][O:22][C:20]([CH2:19][O:6][N:7]1[C:8](=[O:17])[C:9]2=[CH:16][CH:15]=[CH:14][CH:13]=[C:10]2[C:11]1=[O:12])=[O:21] |f:3.4.5|. Procedure: To 50 ml of dry N,N-dimethylformamide are added 10 g of N-hydroxyphthalimide and 9.38 g of methyl bromoacetate, followed by addition of 8.5 g of potassium carbonate. The mixture is stirred at room temperature for 2 days and, then, poured into 400 ml of water. The resulting crystalline precipitate is recovered by filtration, washed with water, hexane and ether in this order to give colorless needles of N-methoxycarbonylmethyloxyphthalimide, m.p. 137°-142° C.